This data is from the Open Reaction Database (ORD), a public repository of structured organic reaction records. The task is: describe an organic reaction: reactants, conditions, products, and yield Starting materials: C1C(CCCCCCCCCC)O1 (1-dodecene oxide), NCCCCCCN (hexamethylenediamine). The solvent is C(C)O (ethanol). The product is C(CCCCCNCC(CCCCCCCCCC)O)NCC(CCCCCCCCCC)O (N,N'-(1,6-hexylene)-bis[2-hydroxydodecylamine]). As a reaction SMILES: [CH2:1]1[O:13][CH:2]1[CH2:3][CH2:4][CH2:5][CH2:6][CH2:7][CH2:8][CH2:9][CH2:10][CH2:11][CH3:12].[NH2:14][CH2:15][CH2:16][CH2:17][CH2:18][CH2:19][CH2:20][NH2:21]>C(O)C>[CH2:20]([NH:21][CH2:1][CH:2]([OH:13])[CH2:3][CH2:4][CH2:5][CH2:6][CH2:7][CH2:8][CH2:9][CH2:10][CH2:11][CH3:12])[CH2:19][CH2:18][CH2:17][CH2:16][CH2:15][NH:14][CH2:1][CH:2]([OH:13])[CH2:3][CH2:4][CH2:5][CH2:6][CH2:7][CH2:8][CH2:9][CH2:10][CH2:11][CH3:12]. Reported procedure: In a manner similar to that of Example 1, condensation of 1-dodecene oxide (50 g.) and hexamethylenediamine (15.8 g.) and recrystallization of the resulting product from ethanol gave N,N'-(1,6-hexylene)-bis[2-hydroxydodecylamine] (I: R = CH3 (CH2)9, R' = H, X = (CH2)6, Z = H) (35 g., m.p. 123.6°-128.0° C.). The reactants are ClC=1C=CC(=C(C1)C1=CC(N(C=C1OC)CC(=O)OC(C)(C)C)=O)C#N (tert-butyl [4-(5-chloro-2-cyanophenyl)-5-methoxy-2-oxopyridin-1(2H)-yl]acetate), FC(S(=O)(=O)OCC1(CCOCC1)C)(F)F ((4-methyltetrahydro-2H-pyran-4-yl)methyl trifluoromethanesulphonate), bis(trimethylsilyl)lithium amide. Run in C1CCOC1 (THF). Product: ClC=1C=CC(=C(C1)C1=CC(N(C=C1OC)C(C(=O)OC(C)(C)C)CC1(CCOCC1)C)=O)C#N (tert-Butyl 2-[4-(5-chloro-2-cyanophenyl)-5-methoxy-2-oxopyridin-1(2H)-yl]-3-(4-methyltetrahydro-2H-pyran-4-yl)propanoate). RXN SMILES: [Cl:1][C:2]1[CH:3]=[CH:4][C:5]([C:25]#[N:26])=[C:6]([C:8]2[C:13]([O:14][CH3:15])=[CH:12][N:11]([CH2:16][C:17]([O:19][C:20]([CH3:23])([CH3:22])[CH3:21])=[O:18])[C:10](=[O:24])[CH:9]=2)[CH:7]=1.FC(F)(F)S(O[CH2:33][C:34]1([CH3:40])[CH2:39][CH2:38][O:37][CH2:36][CH2:35]1)(=O)=O>C1COCC1>[Cl:1][C:2]1[CH:3]=[CH:4][C:5]([C:25]#[N:26])=[C:6]([C:8]2[C:13]([O:14][CH3:15])=[CH:12][N:11]([CH:16]([CH2:33][C:34]3([CH3:40])[CH2:39][CH2:38][O:37][CH2:36][CH2:35]3)[C:17]([O:19][C:20]([CH3:21])([CH3:22])[CH3:23])=[O:18])[C:10](=[O:24])[CH:9]=2)[CH:7]=1. Procedure: 1.91 g (5.08 mmol) of tert-butyl [4-(5-chloro-2-cyanophenyl)-5-methoxy-2-oxopyridin-1(2H)-yl]acetate, 2.00 g (7.63 mmol) of (4-methyltetrahydro-2H-pyran-4-yl)methyl trifluoromethanesulphonate and 6.61 ml (6.61 mmol) of bis(trimethylsilyl)lithium amide (1M in THF) in 10 ml of THF were reacted according to General Method 7B. Purification by preparative HPLC (acetonitrile/water gradient) gave the title compound. Yield: 212 mg (8% of theory) Starting materials: Cl.FC(OC1=CC=C(C=C1)NN)(F)F ((4-trifluoromethoxy-phenyl)-hydrazine hydrochloride), CCOC(=O)C(C(=O)C)C(=O)C (ethyl diacetoacetate). Yields the product C(C)OC(=O)C=1C(=NN(C1C)C1=CC=C(C=C1)OC(F)(F)F)C (3,5-Dimethyl-1-(4-trifluoromethoxy-phenyl)-1H-pyrazole-4-carboxylic acid ethyl ester). Isolated yield 72.0%. RXN SMILES: Cl.[F:2][C:3]([F:14])([F:13])[O:4][C:5]1[CH:10]=[CH:9][C:8]([NH:11][NH2:12])=[CH:7][CH:6]=1.[CH3:15][CH2:16][O:17][C:18]([CH:20]([C:24]([CH3:26])=O)[C:21]([CH3:23])=O)=[O:19]>>[CH2:16]([O:17][C:18]([C:20]1[C:21]([CH3:23])=[N:12][N:11]([C:8]2[CH:7]=[CH:6][C:5]([O:4][C:3]([F:13])([F:14])[F:2])=[CH:10][CH:9]=2)[C:24]=1[CH3:26])=[O:19])[CH3:15] |f:0.1|. Procedure details: In analogy to the procedure described in Example 38A], (4-trifluoromethoxy-phenyl)-hydrazine hydrochloride and ethyl diacetoacetate gave, after extraction (3× Et2O), drying (Na2SO4) and evaporation, the title compound in 72% yield as orange oil. MS: 328.9 (MH+). Starting materials: N([C@H](CC1=CNC2=CC=CC=C12)C(=O)O)C(=O)OC(C)(C)C (Boc-D-Trp-OH), CC(C)([O-])C.[K+] (potassium tert-butoxide), CI (methyl iodide). Run in CN(C)C=O (DMF). Yields the product N([C@H](CC1=CN(C2=CC=CC=C12)C)C(=O)O)C(=O)OC(C)(C)C (Boc-D-Trp(CH3)-OH). Isolated yield 58.5%. Reaction SMILES: [NH:1]([C:16]([O:18][C:19]([CH3:22])([CH3:21])[CH3:20])=[O:17])[C@@H:2]([C:13]([OH:15])=[O:14])[CH2:3][C:4]1[C:12]2[C:7](=[CH:8][CH:9]=[CH:10][CH:11]=2)[NH:6][CH:5]=1.[CH3:23]C(C)([O-])C.[K+].CI>CN(C=O)C>[NH:1]([C:16]([O:18][C:19]([CH3:22])([CH3:21])[CH3:20])=[O:17])[C@@H:2]([C:13]([OH:15])=[O:14])[CH2:3][C:4]1[C:12]2[C:7](=[CH:8][CH:9]=[CH:10][CH:11]=2)[N:6]([CH3:23])[CH:5]=1 |f:1.2|. Procedure: To a solution of Boc-D-Trp-OH (15.0 g) in DMF (150 ml) were added potassium tert-butoxide (13.8 g) and methyl iodide (10.5 g) under ice-cooling. After stirring under ice-cooling for 30 minutes and at room temperature for 15 minutes, the reaction mixture was poured into ice-cooled 0.24 NHCl, followed by extraction with ethyl acetate. The extract was washed with 5% NaHSO3 and saturated aqueous sodium chloride. Removal of the solvent gave a residue, which was crystallized from diisopropyl ether to ... Reactants: CC(=O)c1cccs1, [Li]CCCC, CCOCC, Cc1ncsc1C. Yields the product Cc1nc(C(C)(O)c2cccs2)sc1C. As a reaction SMILES: [C:13]([CH3:14])(=[O:15])[c:16]1[s:17][cH:18][cH:19][cH:20]1.[CH2:1]([Li:2])[CH2:3][CH2:4][CH3:5].[CH3:21][CH2:22][O:23][CH2:24][CH3:25].[CH3:6][c:7]1[n:8][cH:9][s:10][c:11]1[CH3:12]>>[CH3:6][c:7]1[n:8][c:9]([C:13]([CH3:14])([OH:15])[c:16]2[s:17][cH:18][cH:19][cH:20]2)[s:10][c:11]1[CH3:12]. Yields the product O1C(C[C@@H](CC1O)C(C)C)[C@@H](C)[C@H]1CC([C@@H]2[C@@H]3CCC4CC(CC[C@]4(C)[C@H]3CC[C@]12C)O)=O (22,29-Epoxy-3,29-dihydroxy-14β-stigmastan-15-one). RXN SMILES: [O:1]1[CH:6]([OH:7])[CH2:5][C@@H:4]([CH:8]([CH3:10])[CH3:9])[CH2:3][CH:2]1[C@H:11]([C@@H:13]1[C@:30]2([CH3:31])[C@H:16]([C@H:17]3[C@H:27]([CH2:28][CH2:29]2)[C@:25]2([CH3:26])[CH:20]([CH2:21][CH:22]([OH:32])[CH2:23][CH2:24]2)[CH2:19][CH2:18]3)[C:15](=[O:33])[CH2:14]1)[CH3:12].[OH-].[K+]>CO>[O:1]1[CH:6]([OH:7])[CH2:5][C@@H:4]([CH:8]([CH3:10])[CH3:9])[CH2:3][CH:2]1[C@H:11]([C@@H:13]1[C@:30]2([CH3:31])[C@@H:16]([C@H:17]3[C@H:27]([CH2:28][CH2:29]2)[C@:25]2([CH3:26])[CH:20]([CH2:21][CH:22]([OH:32])[CH2:23][CH2:24]2)[CH2:19][CH2:18]3)[C:15](=[O:33])[CH2:14]1)[CH3:12] |f:1.2|. The solvent is CO (MeOH). Reactants: O1C(C[C@@H](CC1O)C(C)C)[C@@H](C)[C@H]1CC([C@H]2[C@@H]3CCC4CC(CC[C@]4(C)[C@H]3CC[C@]12C)O)=O (22,29-epoxy-3,29-dihydroxy-14α-stigmastan-15-one), [OH-].[K+] (KOH). Procedure details: Epimerization of compound 248 at the C14 position using KOH in MeOH yields 22,29-epoxy-3,29-dihydroxy-14β-stigmastan-15-one (260). Compound 248 is dissolved in MeOH and a solution of KOH in MeOH (25 mg/ml) is added. The mixture is refluxed for 15 minutes then cooled to room temperature. Water is added and the aqueous slurry is extracted with chloroform and then dried over MgSO4. Filtration and concentration gives the crude product that contains an epimeric mixture of compounds 248 and 260. Separ... RXN SMILES: [CH2:37]1[O:38][CH2:39][CH2:40][CH2:41]1.[CH:1]1([CH2:4][OH:5])[CH2:2][CH2:3]1.[OH:25][N:26]1[C:27](=[O:36])[c:28]2[c:29]([cH:32][cH:33][cH:34][cH:35]2)[C:30]1=[O:31].[c:6]1([P:7]([c:8]2[cH:9][cH:10][cH:11][cH:12][cH:13]2)[c:14]2[cH:15][cH:16][cH:17][cH:18][cH:19]2)[cH:20][cH:21][cH:22][cH:23][cH:24]1>>[CH:1]1([CH2:4][O:5][N:26]2[C:27](=[O:36])[c:28]3[c:29]([cH:32][cH:33][cH:34][cH:35]3)[C:30]2=[O:31])[CH2:2][CH2:3]1. Yields the product O=C1c2ccccc2C(=O)N1OCC1CC1. The reactants are C1CCOC1, OCC1CC1, O=C1c2ccccc2C(=O)N1O, c1ccc(P(c2ccccc2)c2ccccc2)cc1. The reactants are S1C=C(C=C1)C1CC(CC(C1)=O)=O (5-(3-thienyl)cyclohexane-1,3-dione), C(C)(=O)[O-].[NH4+] (ammonium acetate). The solvent is C(C)O (ethanol). Product: NC1=CC(CC(C1)C1=CSC=C1)=O (1-amino-5-(3-thienyl)cyclohexen-3-one). The yield is 95.7%. RXN SMILES: [S:1]1[CH:5]=[CH:4][C:3]([CH:6]2[CH2:11][C:10](=O)[CH2:9][C:8](=[O:13])[CH2:7]2)=[CH:2]1.C([O-])(=O)C.[NH4+:18]>C(O)C>[NH2:18][C:10]1[CH2:11][CH:6]([C:3]2[CH:4]=[CH:5][S:1][CH:2]=2)[CH2:7][C:8](=[O:13])[CH:9]=1 |f:1.2|. Procedure: A mixture of 5-(3-thienyl)cyclohexane-1,3-dione (10.5 g) and ammonium acetate (13.1 g) in ethanol (200 ml) was refluxed for 16 hours. The reaction solution was concentrated under reduced pressure, and to the residue was added water (50 ml). The resulting crystals were filtered, washed with water and toluene, and dried to give 1-amino-5-(3-thienyl)cyclohexen-3-one (10 g) as pale yellow crystals.